From a dataset of the Open Reaction Database (ORD), a public repository of structured organic reaction records. describe an organic reaction: reactants, conditions, products, and yield Reactants: C(#N)[BH3-].[Na+] (sodium cyanoborohydride), C1(CCCCC1)NC1=C(C=C2C(C(=CN(C2=C1)C1CCCC1)C=NO)=O)F (7-(cyclohexylamino)-1-cyclopentyl-6-fluoro-4-oxo-1,4-dihydroquinoline-3-carbaldehyde oxime), [OH-].[Na+] (sodium hydroxide), O1CCOCC1.Cl (hydrogen chloride dioxane). Run in C1CCOC1 (THF), CO (methanol). Reaction conditions: time 3 hour. Yields the product C1(CCCCC1)NC1=C(C=C2C(C(=CN(C2=C1)C1CCCC1)CNO)=O)F (7-(cyclohexylamino)-1-cyclopentyl-6-fluoro-3-[(hydroxyamino)methyl]quinolin-4(1H)-one). The yield is 43.1%. Reaction SMILES: C([BH3-])#N.[Na+].[CH:5]1([NH:11][C:12]2[CH:21]=[C:20]3[C:15]([C:16](=[O:30])[C:17]([CH:27]=[N:28][OH:29])=[CH:18][N:19]3[CH:22]3[CH2:26][CH2:25][CH2:24][CH2:23]3)=[CH:14][C:13]=2[F:31])[CH2:10][CH2:9][CH2:8][CH2:7][CH2:6]1.O1CCOCC1.Cl.[OH-].[Na+]>C1COCC1.CO>[CH:5]1([NH:11][C:12]2[CH:21]=[C:20]3[C:15]([C:16](=[O:30])[C:17]([CH2:27][NH:28][OH:29])=[CH:18][N:19]3[CH:22]3[CH2:26][CH2:25][CH2:24][CH2:23]3)=[CH:14][C:13]=2[F:31])[CH2:6][CH2:7][CH2:8][CH2:9][CH2:10]1 |f:0.1,3.4,5.6|. Procedure details: 15 ml of methanol, 15 ml of THF and 250 mg of sodium cyanoborohydride were added to 300 mg of 7-(cyclohexylamino)-1-cyclopentyl-6-fluoro-4-oxo-1,4-dihydroquinoline-3-carbaldehyde oxime. 2 ml of a 4 M hydrogen chloride dioxane solution was added thereto under ice-cooling, followed by stirring at room temperature for 3 hours. Under ice-cooling, aqueous 1 M sodium hydroxide solution was added thereto, followed by extraction with chloroform and subsequent washing with aqueous saturated sodium chlori... The reactants are C(=O)C(CC(C#N)(Cl)C)(Cl)Cl (4-formyl-2-methyl-2,4,4-trichlorobutyronitrile), Cl (HCl). Conditions: temperature 145 celsius. The product is ClC1=NC=C(C=C1C)Cl (2,5-dichloro-3-methylpyridine). As a reaction SMILES: [CH:1]([C:3]([Cl:11])(Cl)[CH2:4][C:5]([CH3:9])(Cl)[C:6]#[N:7])=O.[ClH:12]>>[Cl:12][C:6]1[C:5]([CH3:9])=[CH:4][C:3]([Cl:11])=[CH:1][N:7]=1. Procedure details: 21.4 g of the 4-formyl-2-methyl-2,4,4-trichlorobutyronitrile obtained in 1) are heated for 4 to 5 hours to 145° C. while introducing a weak stream of dry HCl gas. After it has cooled, the dark melt is subject to steam distillation, affording 9.9 g of 2,5-dichloro-3-methylpyridine in the form of colorless crystals (recrystallized from CH3OH/H2O in the volume ratio of 4:1). Reactants: C(C1=CC=CC=C1)(=O)N1CCC2(CC1)OC1=C(CC2)C=C(C=C1)NS(=O)(=O)C (1'-Benzoyl-3,4-dihydro-6-methanesulfonamido-spiro[(2H)-1-benzopyran-2,4'-piperidine]), Cl (HCl). The solvent is CO (methanol). Yields the product Cl.CS(=O)(=O)NC=1C=CC2=C(CCC3(CCNCC3)O2)C1 (3,4-Dihydro-6-methanesulfonamido-spiro[(2H)-1-benzopyran-2,4'-piperidine] hydrochloride). Isolated yield 83.0%. RXN SMILES: C([N:9]1[CH2:14][CH2:13][C:12]2([CH2:19][CH2:18][C:17]3[CH:20]=[C:21]([NH:24][S:25]([CH3:28])(=[O:27])=[O:26])[CH:22]=[CH:23][C:16]=3[O:15]2)[CH2:11][CH2:10]1)(=O)C1C=CC=CC=1.[ClH:29]>CO>[ClH:29].[CH3:28][S:25]([NH:24][C:21]1[CH:22]=[CH:23][C:16]2[O:15][C:12]3([CH2:13][CH2:14][NH:9][CH2:10][CH2:11]3)[CH2:19][CH2:18][C:17]=2[CH:20]=1)(=[O:26])=[O:27] |f:3.4|. Procedure details: 1'-Benzoyl-3,4-dihydro-6-methanesulfonamido-spiro[(2H)-1-benzopyran-2,4'-piperidine] (5.44 g, 13.6 mmol) was dissolved in methanol (70 ml) and aqueous HCl (6N, 105 ml) was added. The mixture was heated under reflux for 24 hr, then the volume was reduced to 50 ml by distillation. Ethanol (200 ml) was added and the volume was reduced to 50 ml. Further ethanol (200 ml) was added, the volume was reduced to 100 ml and the mixture was cooled. The precipitate was collected and dried in vacuo to give th... Starting materials: CC1=NC(=CC=C1CNC(CC)=O)N1CC(CC1)(C(F)(F)F)C1=CC(=C(C(=C1)Cl)Cl)Cl (N-({2-Methyl-6-[3-(3,4,5-trichlorophenyl)-3-(trifluoromethyl)pyrrolidin-1-yl]-pyridin-3-yl}-methyl)propanamide), ClCCl (dichloromethane), C(C)(=O)O (acetic acid). Reagents/catalysts: [O-2].[O-2].[Mn+4] (manganese dioxide). Conditions: time 100 hour. Product: OC1N(CCC1(C(F)(F)F)C1=CC(=C(C(=C1)Cl)Cl)Cl)C1=CC=C(C(=N1)C)CNC(CC)=O (N-({6-[2-hydroxy-3-(3,4,5-trichlorophenyl)-3-(trifluoromethyl)pyrrolidin-1-yl]-2-methylpyridin-3-yl}methyl)propanamide). RXN SMILES: [CH3:1][C:2]1[C:7]([CH2:8][NH:9][C:10](=[O:13])[CH2:11][CH3:12])=[CH:6][CH:5]=[C:4]([N:14]2[CH2:18][CH2:17][C:16]([C:23]3[CH:28]=[C:27]([Cl:29])[C:26]([Cl:30])=[C:25]([Cl:31])[CH:24]=3)([C:19]([F:22])([F:21])[F:20])[CH2:15]2)[N:3]=1.ClCCl.C(O)(=[O:37])C>[O-2].[O-2].[Mn+4]>[OH:37][CH:15]1[C:16]([C:23]2[CH:24]=[C:25]([Cl:31])[C:26]([Cl:30])=[C:27]([Cl:29])[CH:28]=2)([C:19]([F:22])([F:20])[F:21])[CH2:17][CH2:18][N:14]1[C:4]1[N:3]=[C:2]([CH3:1])[C:7]([CH2:8][NH:9][C:10](=[O:13])[CH2:11][CH3:12])=[CH:6][CH:5]=1 |f:3.4.5|. Procedure: N-({2-Methyl-6-[3-(3,4,5-trichlorophenyl)-3-(trifluoromethyl)pyrrolidin-1-yl]-pyridin-3-yl}-methyl)propanamide (0.15 g) and manganese dioxide (1.2 g) were added to dichloromethane (20 ml), and acetic acid (2 ml) was added thereto in small portions at room temperature. The reaction mixture was stirred for 100 hours at room temperature, and filtered by suction on Celite. The filtrate was distilled off under reduced pressure and the residue was purified by silica gel column chromatography to obtain... The reactants are C1CCNC1, CN1CCCC1=O, O=C(Cc1cccc(F)c1F)c1c[nH]c2nc(Cl)ccc12, Cl, O. Product: O=C(Cc1cccc(F)c1F)c1c[nH]c2nc(N3CCCC3)ccc12. Reaction SMILES: [CH2:22]1[CH2:23][CH2:24][NH:25][CH2:26]1.[CH3:29][N:30]1[CH2:31][CH2:32][CH2:33][C:34]1=[O:35].[Cl:1][c:2]1[cH:3][cH:4][c:5]2[c:6]([n:7]1)[nH:8][cH:9][c:10]2[C:11]([CH2:12][c:13]1[c:14]([F:20])[c:15]([F:19])[cH:16][cH:17][cH:18]1)=[O:21].[ClH:28].[OH2:27]>>[c:2]1([N:25]2[CH2:24][CH2:23][CH2:22][CH2:26]2)[cH:3][cH:4][c:5]2[c:6]([n:7]1)[nH:8][cH:9][c:10]2[C:11]([CH2:12][c:13]1[c:14]([F:20])[c:15]([F:19])[cH:16][cH:17][cH:18]1)=[O:21]. Reactants: FC=1C=C(C=C(C1)F)S(=O)(=O)N1CC2=C(CC1)N(N=C2NC(C(F)(F)F)=O)C(C2=CC=CC=C2)(C2=CC=CC=C2)C2=CC=CC=C2 (N-[5-(3,5-difluoro-benzenesulfonyl)-1-trityl-4,5,6,7-tetrahydro-1H-pyrazolo[4,3-c]pyridin-3-yl]-2,2,2-trifluoro-acetamide). Run in CO (methanol), C(C)N(CC)CC (triethylamine). Conditions: time 30 minute. Yields the product FC=1C=C(C=C(C1)F)S(=O)(=O)N1CC2=C(CC1)N(N=C2N)C(C2=CC=CC=C2)(C2=CC=CC=C2)C2=CC=CC=C2 (5-(3,5-difluoro-benzenesulfonyl)-1-trityl-4,5,6,7-tetrahydro-1H-pyrazolo[4,3-c]pyridin-3-ylamine). Yield: 85.1%. Reaction SMILES: [F:1][C:2]1[CH:3]=[C:4]([S:9]([N:12]2[CH2:17][CH2:16][C:15]3[N:18]([C:28]([C:41]4[CH:46]=[CH:45][CH:44]=[CH:43][CH:42]=4)([C:35]4[CH:40]=[CH:39][CH:38]=[CH:37][CH:36]=4)[C:29]4[CH:34]=[CH:33][CH:32]=[CH:31][CH:30]=4)[N:19]=[C:20]([NH:21]C(=O)C(F)(F)F)[C:14]=3[CH2:13]2)(=[O:11])=[O:10])[CH:5]=[C:6]([F:8])[CH:7]=1>CO.C(N(CC)CC)C>[F:8][C:6]1[CH:5]=[C:4]([S:9]([N:12]2[CH2:17][CH2:16][C:15]3[N:18]([C:28]([C:41]4[CH:46]=[CH:45][CH:44]=[CH:43][CH:42]=4)([C:35]4[CH:36]=[CH:37][CH:38]=[CH:39][CH:40]=4)[C:29]4[CH:34]=[CH:33][CH:32]=[CH:31][CH:30]=4)[N:19]=[C:20]([NH2:21])[C:14]=3[CH2:13]2)(=[O:11])=[O:10])[CH:3]=[C:2]([F:1])[CH:7]=1. Procedure details: To a suspension of N-[5-(3,5-difluoro-benzenesulfonyl)-1-trityl-4,5,6,7-tetrahydro-1H-pyrazolo[4,3-c]pyridin-3-yl]-2,2,2-trifluoro-acetamide (106.65 mmol) in methanol (500 mL), triethylamine (150 mL) was added and the mixture was refluxed for 36 hours and then evaporated to dryness. The crude was treated with a mixture of diethylether (400 mL) and methanol (100 mL), stirred at room temperature for 30 min., filtered and washed with diethylether. After drying in vacuo the title compound was obtain... Starting materials: FC=1C=CC=C2C=3C(C(CCC3N(C12)C)=CC=1N=CNC1C)=O (8-Fluoro-1,2,3,9-tetrahydro-9-methyl-3-[(5-methyl-1H-imidazol-4-yl) methylene]-4H-carbazol-4-one), [H][H] (hydrogen). The reagents and catalysts are [Pd] (palladium on charcoal). The solvent is C(C)O (ethanol), C(C)O (ethanol). The product is FC=1C=CC=C2C=3C(C(CCC3N(C12)C)CC=1N=CNC1C)=O (8-Fluoro-1,2,3,9-tetrahydro-9-methyl-3-[(5-methyl-1H-imidazol-4-yl) methyl]-4H-carbazol-4-one). Yield: 99.4%. As a reaction SMILES: [F:1][C:2]1[CH:3]=[CH:4][CH:5]=[C:6]2[C:14]=1[N:13]([CH3:15])[C:12]1[CH2:11][CH2:10][C:9](=[CH:16][C:17]3[N:18]=[CH:19][NH:20][C:21]=3[CH3:22])[C:8](=[O:23])[C:7]2=1.[H][H]>C(O)C.[Pd]>[F:1][C:2]1[CH:3]=[CH:4][CH:5]=[C:6]2[C:14]=1[N:13]([CH3:15])[C:12]1[CH2:11][CH2:10][CH:9]([CH2:16][C:17]3[N:18]=[CH:19][NH:20][C:21]=3[CH3:22])[C:8](=[O:23])[C:7]2=1. Procedure: 8-Fluoro-1,2,3,9-tetrahydro-9-methyl-3-[(5-methyl-1H-imidazol-4-yl) methylene]-4H-carbazol-4-one (1.5 g) was dissolved in ethanol (50 ml) and added to a suspension of 5% palladium on charcoal (200 mg) in ethanol (ca. 50 ml), and the resulting mixture was hydrogenerated at room temperature and atmospheric pressure until hydrogen uptake had ceased. The mixture was filtered, and the filtrate was evaporated in vacuo to give the title compound (1.5 g), m.p. 189°-191° (decomp.), t.l.c. (System A 100:8...